This data is from the Open Reaction Database (ORD), a public repository of structured organic reaction records. The task is: describe an organic reaction: reactants, conditions, products, and yield Reactants: ClC1=NC=C(C(=NO)Cl)C=C1 (6-Chloro-N-hydroxynicotinimidoyl chloride), C(#C)C1=C(C=C(C=C1)F)F (1-ethynyl-2,4-difluorobenzene), N (NH3). Product: ClC1=CC=C(C=N1)C1=NOC(=C1)C1=C(C=C(C=C1)F)F (3-(6-Chloropyridin-3-yl)-5-(2,4-difluorophenyl)isoxazole). Reaction SMILES: [Cl:1][C:2]1[CH:11]=[CH:10][C:5]([C:6](Cl)=[N:7][OH:8])=[CH:4][N:3]=1.[C:12]([C:14]1[CH:19]=[CH:18][C:17]([F:20])=[CH:16][C:15]=1[F:21])#[CH:13].N>>[Cl:1][C:2]1[N:3]=[CH:4][C:5]([C:6]2[CH:13]=[C:12]([C:14]3[CH:19]=[CH:18][C:17]([F:20])=[CH:16][C:15]=3[F:21])[O:8][N:7]=2)=[CH:10][CH:11]=1. Procedure details: The titled compound was prepared according to Method CB using the product of Example 95B (79 mg, 0.5 mmol) and 1-ethynyl-2,4-difluorobenzene (Aldrich, 68 mg, 0.5 mmol). 1H NMR (300 MHz, CDCl3) δ 6.93-7.14 (m, 3H), 7.47 (d, J=7.5 Hz, 1H), 8.02 (td, J=8.6, 6.3 Hz, 1H), 8.18 (dd, J=8.1, 2.7 Hz, 1H), 8.86 (dd, J=2.5, 0.8 Hz, 1H) ppm; MS (DCI/NH3) m/z 293 (M+H)+, 295 (M+H)+. Reactants: BrC=1C=C2C=C(C(OC2=CC1F)C(F)(F)F)C(=O)OCC (ethyl 6-bromo-7-fluoro-2-(trifluoromethyl)-2H-chromene-3-carboxylate), C([O-])([O-])=O.[K+].[K+] (potassium carbonate), C(C)(=O)OCC (ethyl acetate), CB1OB(OB(O1)C)C (trimethylboroxine). The reagents and catalysts are C=1C=CC(=CC1)[P](C=2C=CC=CC2)(C=3C=CC=CC3)[Pd]([P](C=4C=CC=CC4)(C=5C=CC=CC5)C=6C=CC=CC6)([P](C=7C=CC=CC7)(C=8C=CC=CC8)C=9C=CC=CC9)[P](C=1C=CC=CC1)(C=1C=CC=CC1)C=1C=CC=CC1 (tetrakis(triphenylphosphine)palladium). The solvent is CN(C)C=O (DMF). Run at temperature 110 celsius. Yields the product CC=1C=C2C=C(C(OC2=CC1F)C(F)(F)F)C(=O)O (6-methyl-7-fluoro-2-(trifluoromethyl)-2H-chromene-3-carboxylic acid). As a reaction SMILES: Br[C:2]1[CH:3]=[C:4]2[C:9](=[CH:10][C:11]=1[F:12])[O:8][CH:7]([C:13]([F:16])([F:15])[F:14])[C:6]([C:17]([O:19]CC)=[O:18])=[CH:5]2.[C:22](=O)([O-])[O-].[K+].[K+].CB1OB(C)OB(C)O1.C(OCC)(=O)C>CN(C=O)C.C1C=CC([P]([Pd]([P](C2C=CC=CC=2)(C2C=CC=CC=2)C2C=CC=CC=2)([P](C2C=CC=CC=2)(C2C=CC=CC=2)C2C=CC=CC=2)[P](C2C=CC=CC=2)(C2C=CC=CC=2)C2C=CC=CC=2)(C2C=CC=CC=2)C2C=CC=CC=2)=CC=1>[CH3:22][C:2]1[CH:3]=[C:4]2[C:9](=[CH:10][C:11]=1[F:12])[O:8][CH:7]([C:13]([F:16])([F:15])[F:14])[C:6]([C:17]([OH:19])=[O:18])=[CH:5]2 |f:1.2.3,^1:51,53,72,91|. Procedure details: To the mixture of ethyl 6-bromo-7-fluoro-2-(trifluoromethyl)-2H-chromene-3-carboxylate (2.2g, 6 mmol), potassium carbonate(3.22g, 23.4mmol), and tetrakis(triphenylphosphine)palladium (0) (700 mg, 0.6 mmol) in 18 ml of anhydrous DMF was added trimethylboroxine(2.5 mL, 9 mmol). The resulting mixture was heated to 110° C. under nitrogen atmosphere for 15 hrs. After cooling to room temperature, to the reaction was added 200 mL of ethyl acetate, the resulting organic phase was washed with brine, and ... Reactants: C1=NC(=CC2=CC=CC=C12)C=1OC2=CC=CC=C2C(C1C)=O (2-Isoquinolin-3-yl-3-methyl-chromen-4-one), aqueous solution, Cl (hydrochloric acid), Cl.NO (hydroxylamine hydrochloride). Solvent: N1=CC=CC=C1 (pyridine). Reaction conditions: temperature 130 celsius. The product is C1=NC(=CC2=CC=CC=C12)C=1OC2=CC=CC=C2C(C1C)=NO (2-Isoquinolin-3-yl-3-methyl-chromen-4-one oxime). As a reaction SMILES: [CH:1]1[C:10]2[C:5](=[CH:6][CH:7]=[CH:8][CH:9]=2)[CH:4]=[C:3]([C:11]2[O:12][C:13]3[C:18]([C:19](=O)[C:20]=2[CH3:21])=[CH:17][CH:16]=[CH:15][CH:14]=3)[N:2]=1.Cl.[NH2:24][OH:25].Cl>N1C=CC=CC=1>[CH:1]1[C:10]2[C:5](=[CH:6][CH:7]=[CH:8][CH:9]=2)[CH:4]=[C:3]([C:11]2[O:12][C:13]3[C:18]([C:19](=[N:24][OH:25])[C:20]=2[CH3:21])=[CH:17][CH:16]=[CH:15][CH:14]=3)[N:2]=1 |f:1.2|. Reported procedure: To a suspension of 2-Isoquinolin-3-yl-3-methyl-chromen-4-one (example 71A) (200 mg, 0.69 mmol) in anhydrous pyridine (5 ml) was added hydroxylamine hydrochloride (96 mg, 1.39 mmol). The mixture was heated to 130° C. under microwave irradiation for 30 min. The reaction mixture was poured into a 1N aqueous solution of hydrochloric acid and extracted with ethyl acetate. The organic layer was washed successively with a 1N aqueous solution of hydrochloric acid, brine and dried over sodium sulfate and...